Dataset: the Open Reaction Database (ORD), a public repository of structured organic reaction records. Task: describe an organic reaction: reactants, conditions, products, and yield The reactants are C(=O)C=C (acrolein), O=C1C(CCC1)C(=O)OC(C)(C)C (tert-butyl 2-oxo-cyclopentanecarboxylate). Reagents/catalysts: catalyst Q. The solvent is ClCCl (dichloromethane), ClCCl (dichloromethane). The product is O=C1[C@@](CCC1)(C(=O)OC(C)(C)C)CCC=O (tert-Butyl (1S)-2-oxo-1-(3-oxopropyl)cyclopentanecarboxylate). Reaction SMILES: [CH:1]([CH:3]=[CH2:4])=[O:2].[O:5]=[C:6]1[CH2:10][CH2:9][CH2:8][CH:7]1[C:11]([O:13][C:14]([CH3:17])([CH3:16])[CH3:15])=[O:12]>ClCCl>[O:5]=[C:6]1[CH2:10][CH2:9][CH2:8][C@@:7]1([CH2:4][CH2:3][CH:1]=[O:2])[C:11]([O:13][C:14]([CH3:17])([CH3:16])[CH3:15])=[O:12]. Procedure details: A solution of acrolein (4.19 g; 74.83 mmoles—2.5 eq.) in 10 mL of anhydrous dichloromethane is poured, over 30 minutes, at −25° C., under argon and with slow stirring, into a solution of tert-butyl 2-oxo-cyclopentanecarboxylate (5.51 g; 29.93 mmoles) and catalyst Q (1.46 g; 2.99 mmoles—0.1 eq.) in 60 mL of anhydrous dichloromethane